Dataset: the Open Reaction Database (ORD), a public repository of structured organic reaction records. Task: describe an organic reaction: reactants, conditions, products, and yield Starting materials: C(C)(=O)O.N=C1NCCCC1C (2-imino-3-methylpiperidine acetate), NC1=NC=CC=C1O (2-amino-3-hydroxypyridine). Product: C(C)(=O)O.N=C1NCCCC1O (2-Imino-3-hydroxypiperidine acetate). Reaction SMILES: [C:1]([OH:4])(=[O:3])[CH3:2].N=C1C(C)CCCN1.[NH2:13][C:14]1[C:19]([OH:20])=[CH:18][CH:17]=[CH:16][N:15]=1>>[C:1]([OH:4])(=[O:3])[CH3:2].[NH:13]=[C:14]1[CH:19]([OH:20])[CH2:18][CH2:17][CH2:16][NH:15]1 |f:0.1,3.4|. Reported procedure: The method of preparation of 2-imino-3-methylpiperidine acetate, EXAMPLE 6, was used to convert 2-amino-3-hydroxypyridine to the title compound which was obtained as a white solid. The analysis of the product was found to be consistent with the proposed structure. m.p. 128-130° C. MH+=115; 1H NMR (D2O): δ4.34-4.28 (m, 1H); 3.20-3.10 (m, 2H); 2.05-1.50 (m, 4H); 1.71 (S, 3H). Starting materials: O=C(OC(=O)c1ccccc1)c1ccccc1, c1ccncc1. Yields the product O=C(O)c1ccccc1. RXN SMILES: [O:1]=[C:2]([O:3][C:4]([c:5]1[cH:6][cH:7][cH:8][cH:9][cH:10]1)=[O:11])[c:12]1[cH:13][cH:14][cH:15][cH:16][cH:17]1.[cH:18]1[cH:19][cH:20][n:21][cH:22][cH:23]1>>[O:1]=[C:2]([OH:3])[c:12]1[cH:13][cH:14][cH:15][cH:16][cH:17]1.